The task is: describe an organic reaction: reactants, conditions, products, and yield. This data is from the Open Reaction Database (ORD), a public repository of structured organic reaction records. The reactants are Br, CC(=O)c1cc2c(cc1OCc1ccccc1)CCC1C2CCC2(C)C(O)CCC12, C[O-], CCOCC, CCCCCCC, CCOC(C)=O, Cl, [Na+], O. Product: COCC(=O)c1cc2c(cc1OCc1ccccc1)CCC1C2CCC2(C)C(O)CCC12. Reaction SMILES: [Br:31].[C:1]([CH3:2])(=[O:3])[c:4]1[c:5]([O:23][CH2:24][c:25]2[cH:26][cH:27][cH:28][cH:29][cH:30]2)[cH:6][c:7]2[c:20]([cH:21]1)[CH:19]1[CH:10]([CH2:9][CH2:8]2)[CH:11]2[CH2:12][CH2:13][CH:14]([OH:22])[C:15]2([CH3:16])[CH2:17][CH2:18]1.[CH3:32][O-:33].[CH3:36][CH2:37][O:38][CH2:39][CH3:40].[CH3:41][CH2:42][CH2:43][CH2:44][CH2:45][CH2:46][CH3:47].[CH3:48][CH2:49][O:50][C:51]([CH3:52])=[O:53].[ClH:35].[Na+:34].[OH2:54]>>[C:1]([CH2:2][O:33][CH3:32])(=[O:3])[c:4]1[c:5]([O:23][CH2:24][c:25]2[cH:26][cH:27][cH:28][cH:29][cH:30]2)[cH:6][c:7]2[c:20]([cH:21]1)[CH:19]1[CH:10]([CH2:9][CH2:8]2)[CH:11]2[CH2:12][CH2:13][CH:14]([OH:22])[C:15]2([CH3:16])[CH2:17][CH2:18]1. Reactants: CO, Cl, Cc1ccc(N2C(=S)N(c3ccc(C#N)c(C(F)(F)F)c3)C(=N)C23CCC3)cc1, O. Yields the product Cc1ccc(N2C(=S)N(c3ccc(C#N)c(C(F)(F)F)c3)C(=O)C23CCC3)cc1. Reaction SMILES: [CH3:30][OH:31].[ClH:33].[NH:1]=[C:2]1[N:3]([c:18]2[cH:19][c:20]([C:26]([F:27])([F:28])[F:29])[c:21]([C:22]#[N:23])[cH:24][cH:25]2)[C:4](=[S:17])[N:5]([c:10]2[cH:11][cH:12][c:13]([CH3:16])[cH:14][cH:15]2)[C:6]12[CH2:7][CH2:8][CH2:9]2.[OH2:32]>>[C:2]1(=[O:31])[N:3]([c:18]2[cH:19][c:20]([C:26]([F:27])([F:28])[F:29])[c:21]([C:22]#[N:23])[cH:24][cH:25]2)[C:4](=[S:17])[N:5]([c:10]2[cH:11][cH:12][c:13]([CH3:16])[cH:14][cH:15]2)[C:6]12[CH2:7][CH2:8][CH2:9]2.